Dataset: the Open Reaction Database (ORD), a public repository of structured organic reaction records. Task: describe an organic reaction: reactants, conditions, products, and yield Reactants: C(#N)C1=CC=NC=C1 (4-cyanopyridine), NC=1SC(=CC1C(=O)OCC)C(F)(F)F (2-amino-5-trifluoromethyl-3-ethoxycarbonyl-thiophene), O=P(Cl)(Cl)Cl (POCl3). Product: ClC=1C2=C(N=C(N1)C1=CC=NC=C1)SC(=C2)C(F)(F)F (4-chloro-2-(pyridin-4-yl)-6-trifluoromethyl-thieno-[2,3-d]-pyrimidine). As a reaction SMILES: [C:1]([C:3]1[CH:8]=[CH:7][N:6]=[CH:5][CH:4]=1)#[N:2].[NH2:9][C:10]1[S:11][C:12]([C:20]([F:23])([F:22])[F:21])=[CH:13][C:14]=1[C:15](OCC)=O.O=P(Cl)(Cl)[Cl:26]>>[Cl:26][C:15]1[C:14]2[CH:13]=[C:12]([C:20]([F:21])([F:22])[F:23])[S:11][C:10]=2[N:9]=[C:1]([C:3]2[CH:8]=[CH:7][N:6]=[CH:5][CH:4]=2)[N:2]=1. Procedure details: With the procedure of Example 477, the reaction of 4-cyanopyridine and 2-amino-5-trifluoromethyl-3-ethoxycarbonyl-thiophene, and the subsequent reaction with POCl3 yields 4-chloro-2-(pyridin-4-yl)-6-trifluoromethyl-thieno-[2,3-d]-pyrimidine Conditions: time 2 hour. Reported procedure: A 1.69 M n-butyllithium/n-hexane solution (7.4 ml) is added dropwise to a solution of 1.56 g of 3-methylimidazo[5,1-b]thiazole in 25 ml of dry THF over a period of 10 min while maintaining the temperature at −70° C. or below, and the mixture is stirred at that temperature for 2 hr. A solution of 3.54 g of (3R,5S)-1-allyloxycarbonyl-3-t-butyldimethylsilyloxy-5-formylpyrrolidine in 15 ml of THF is gradually added dropwise to the mixed solution, the temperature is raised from −70° C. to 0° C. over ... The product is C(C=C)OC(=O)N1C[C@@H](C[C@H]1C(C1=C(N2C(S1)=CN=C2)C)O)O[Si](C)(C)C(C)(C)C ((3R,5S)-1-allyloxycarbonyl-3-t-butyldimethylsilyloxy-5-[1-hydroxy-1-(3-methylimidazo[5,1-b]thiazol-2-yl)methyl]pyrrolidine). RXN SMILES: C([Li])CCC.CCCCCC.[CH3:12][C:13]1[N:14]2[CH:20]=[N:19][CH:18]=[C:15]2[S:16][CH:17]=1.[CH2:21]([O:24][C:25]([N:27]1[C@H:31]([CH:32]=[O:33])[CH2:30][C@@H:29]([O:34][Si:35]([C:38]([CH3:41])([CH3:40])[CH3:39])([CH3:37])[CH3:36])[CH2:28]1)=[O:26])[CH:22]=[CH2:23].O>C1COCC1>[CH2:21]([O:24][C:25]([N:27]1[C@H:31]([CH:32]([OH:33])[C:17]2[S:16][C:15]3=[CH:18][N:19]=[CH:20][N:14]3[C:13]=2[CH3:12])[CH2:30][C@@H:29]([O:34][Si:35]([C:38]([CH3:41])([CH3:40])[CH3:39])([CH3:36])[CH3:37])[CH2:28]1)=[O:26])[CH:22]=[CH2:23] |f:0.1|. Reactants: C(C=C)OC(=O)N1C[C@@H](C[C@H]1C=O)O[Si](C)(C)C(C)(C)C ((3R,5S)-1-allyloxycarbonyl-3-t-butyldimethylsilyloxy-5-formylpyrrolidine), O (Water), C(CCC)[Li].CCCCCC (n-butyllithium n-hexane), CC=1N2C(SC1)=CN=C2 (3-methylimidazo[5,1-b]thiazole). Isolated yield 53.7%. The solvent is C1CCOC1 (THF), C1CCOC1 (THF). Reactants: hydrochloride salt, N (NH3), ON=C(C1=CN=CC=C1)Cl (N-Hydroxynicotinimidoyl chloride), C(#C)C1=CC=C(C#N)C=C1 (4-ethynylbenzonitrile). Product: N1=CC(=CC=C1)C1=NOC(=C1)C1=CC=C(C#N)C=C1 (4-(3-(Pyridin-3-yl)isoxazol-5-yl)benzonitrile). RXN SMILES: [OH:1][N:2]=[C:3](Cl)[C:4]1[CH:9]=[CH:8][CH:7]=[N:6][CH:5]=1.[C:11]([C:13]1[CH:20]=[CH:19][C:16]([C:17]#[N:18])=[CH:15][CH:14]=1)#[CH:12].N>>[N:6]1[CH:7]=[CH:8][CH:9]=[C:4]([C:3]2[CH:12]=[C:11]([C:13]3[CH:20]=[CH:19][C:16]([C:17]#[N:18])=[CH:15][CH:14]=3)[O:1][N:2]=2)[CH:5]=1. Procedure: The titled compound was prepared as the hydrochloride salt according to Method CB using the product of Example 1A (78 mg, 0.5 mmol) and 4-ethynylbenzonitrile (Aldrich, 64 mg, 0.6 mmol). 1H NMR (300 MHz, DMSO-d6) δ7.69 (dd, J=8.0, 4.9 Hz, 2H), 7.96 (s, 1H), 8.03-8.20 (m, 3H), 8.39 (d, J=7.8 Hz, 1H), 8.78 (dd, J=4.7, 1.7 Hz, 1H), 9.16 (d, J=2.4 Hz, 1H) ppm; MS (DCI/NH3) m/z 248 (M+H)+. The reactants are COC(=O)C=1SC=CC1S(N(C)CC(=O)OCC)(=O)=O (3-(N-carbethoxymethyl-N-methyl-sulfamoyl)-thiophene-2-carboxylic acid methyl ester), C[O-].[Na+] (sodium methylate). Run at time 15 minute. Product: C(=O)(OC)C=1N(S(C2=C(C1O)SC=C2)(=O)=O)C (3-carbomethoxy-4-hydroxy-2-methyl-2H-thieno[2,3-e]-1,2-thiazine 1,1-dioxide). Reaction SMILES: C[O:2][C:3]([C:5]1[S:6][CH:7]=[CH:8][C:9]=1[S:10](=[O:20])(=[O:19])[N:11]([CH2:13][C:14]([O:16][CH2:17]C)=[O:15])[CH3:12])=O.C[O-].[Na+]>>[C:14]([C:13]1[N:11]([CH3:12])[S:10](=[O:20])(=[O:19])[C:9]2[CH:8]=[CH:7][S:6][C:5]=2[C:3]=1[OH:2])([O:16][CH3:17])=[O:15] |f:1.2|. Procedure details: 13.2 G. of 3-(N-carbethoxymethyl-N-methyl-sulfamoyl)-thiophene-2-carboxylic acid methyl ester are suspended in 42 ml. of a 1-N methanolic sodium methylate solution in the cold and under a nitrogen stream. After stirring for 15 minutes, a clear solution results. The solution is heated to reflux for 20 minutes, then cooled, neutralized and evaporated in vacuo. The residue is taken up in methylene chloride, shaken once each time with water and a sodium bicarbonate solution, dried and evaporated. Th... Reagents/catalysts: [Pd].C (Pd charcoal). RXN SMILES: [NH2:1][C:2]1[C:7]([N+:8]([O-])=O)=[C:6]([CH3:11])[C:5]([N+:12]([O-])=O)=[C:4]([CH3:15])[N:3]=1.C(O)C.[H][H].Cl>[Pd].C.C(O)(C)C>[NH2:1][C:2]1[C:7]([NH2:8])=[C:6]([CH3:11])[C:5]([NH2:12])=[C:4]([CH3:15])[N:3]=1 |f:4.5|. The product is trihydrochloride, NC1=NC(=C(C(=C1N)C)N)C (2,3,5-triamino-4,6-dimethylpyridine). The solvent is C(C)(C)O (isopropyl alcohol). Procedure details: A 500 ml Parr Bottle was charged with 2-amino-4,6-dimethyl-3,5-dinitropyridine (21.2 g, 0.10 mole), 250 ml absolute ethanol, and 20 g 5% Pd/charcoal catalyst. The mixture was subjected to hydrogenation at ambient temperature with an initial hydrogen pressure of 60 psig. When no further uptake of hydrogen was observed, the mixture was filtered free of catalyst under a nitrogen atmosphere, and concentrated under vacuum to a volume of about 100 ml. The product concentrate was treated, under nitroge... Reactants: NC1=NC(=C(C(=C1[N+](=O)[O-])C)[N+](=O)[O-])C (2-amino-4,6-dimethyl-3,5-dinitropyridine), C(C)O (ethanol), Cl (hydrogen chloride), [H][H] (hydrogen), [H][H] (hydrogen). Reactants: Nc1cc(Cl)c(CC2CCN(C3CCCCC3)C2=O)c(Cl)c1, O=S(=O)(Cl)Cl, c1ccccc1. The product is O=C1C(Cc2c(Cl)cc(NS(=O)(=O)c3ccccc3)cc2Cl)CCN1C1CCCCC1. As a reaction SMILES: [NH2:1][c:2]1[cH:3][c:4]([Cl:22])[c:5]([CH2:6][CH:7]2[C:8](=[O:18])[N:9]([CH:12]3[CH2:13][CH2:14][CH2:15][CH2:16][CH2:17]3)[CH2:10][CH2:11]2)[c:19]([Cl:21])[cH:20]1.[S:23](=[O:24])(=[O:25])([Cl:26])[Cl:27].[cH:28]1[cH:29][cH:30][cH:31][cH:32][cH:33]1>>[NH:1]([c:2]1[cH:3][c:4]([Cl:22])[c:5]([CH2:6][CH:7]2[C:8](=[O:18])[N:9]([CH:12]3[CH2:13][CH2:14][CH2:15][CH2:16][CH2:17]3)[CH2:10][CH2:11]2)[c:19]([Cl:21])[cH:20]1)[S:23](=[O:24])(=[O:25])[c:28]1[cH:29][cH:30][cH:31][cH:32][cH:33]1.